From a dataset of the Open Reaction Database (ORD), a public repository of structured organic reaction records. describe an organic reaction: reactants, conditions, products, and yield Reactants: C(C1=CC=CC=C1)N1C2CC(CC1CC2)(O)C2=NC=NC=C2Br (8-Benzyl-3-(5-bromo-pyrimidin-4-yl)-8-aza-bicyclo[3.2.1]octan-3-ol), C(=O)[O-].[NH4+] (Ammonium formate). Reagents/catalysts: [Pd] (Palladium on carbon). Run in IMS, O (water). The product is BrC=1C(=NC=NC1)C1(CC2CCC(C1)N2)O (3-(5-bromo-pyrimidin-4-yl)-8-aza-bicyclo[3.2.1]octan-3-ol). Isolated yield 44.0%. As a reaction SMILES: C([N:8]1[CH:13]2[CH2:14][CH2:15][CH:9]1[CH2:10][C:11]([C:17]1[C:22]([Br:23])=[CH:21][N:20]=[CH:19][N:18]=1)([OH:16])[CH2:12]2)C1C=CC=CC=1.C([O-])=O.[NH4+]>O.[Pd]>[Br:23][C:22]1[C:17]([C:11]2([OH:16])[CH2:12][CH:13]3[NH:8][CH:9]([CH2:15][CH2:14]3)[CH2:10]2)=[N:18][CH:19]=[N:20][CH:21]=1 |f:1.2|. Procedure details: 8-Benzyl-3-(5-bromo-pyrimidin-4-yl)-8-aza-bicyclo[3.2.1]octan-3-ol (0.90 g, 2.4 mmol) was dissolved in IMS (20 mL) and water (1 mL). Palladium on carbon (10%; 0.40 g) was added under nitrogen. Ammonium formate (1.5 g, 24 mmol) was added and the mixture heated at reflux for 0.5 hour. The mixture was allowed to cool, filtered and the solvent removed by evaporation under vacuum. The residues were passed through an SCX cartridge, eluting with 2 M ammonia in methanol to give the title compound as a c...